From a dataset of the Open Reaction Database (ORD), a public repository of structured organic reaction records. describe an organic reaction: reactants, conditions, products, and yield The reactants are N1CCOCC1 (morpholine), ClC1=NC(=NC(=N1)NC1=NNC(=C1)C1CC1)N1[C@@](CC(C1)(C)C)(C(=O)OC)C ((S)-Methyl 1-(4-chloro-6-(5-cyclopropyl-1H-pyrazol-3-ylamino)-1,3,5-triazin-2-yl)-2,4,4-trimethylpyrrolidine-2-carboxylate). Product: C1(CC1)C1=CC(=NN1)NC1=NC(=NC(=N1)N1CCOCC1)N1[C@@](CC(C1)(C)C)(C(=O)OC)C ((S)-Methyl 1-(4-(5-cyclopropyl-1H-pyrazol-3-ylamino)-6-morpholino-1,3,5-triazin-2-yl)-2,4,4-trimethylpyrrolidine-2-carboxylate). Reaction SMILES: [NH:1]1[CH2:6][CH2:5][O:4][CH2:3][CH2:2]1.Cl[C:8]1[N:13]=[C:12]([NH:14][C:15]2[CH:19]=[C:18]([CH:20]3[CH2:22][CH2:21]3)[NH:17][N:16]=2)[N:11]=[C:10]([N:23]2[CH2:27][C:26]([CH3:29])([CH3:28])[CH2:25][C@@:24]2([CH3:34])[C:30]([O:32][CH3:33])=[O:31])[N:9]=1>>[CH:20]1([C:18]2[NH:17][N:16]=[C:15]([NH:14][C:12]3[N:13]=[C:8]([N:1]4[CH2:6][CH2:5][O:4][CH2:3][CH2:2]4)[N:9]=[C:10]([N:23]4[CH2:27][C:26]([CH3:28])([CH3:29])[CH2:25][C@@:24]4([CH3:34])[C:30]([O:32][CH3:33])=[O:31])[N:11]=3)[CH:19]=2)[CH2:22][CH2:21]1. Reported procedure: Compound 106F was prepared from morpholine and 106E as described for 1: LC/MS [M+H]+: 457; Ret time (Method F): 2.97 min. The reactants are CC(=O)[O-], ClCCl, [Na+], O=[Cr](=O)([O-])Cl, CC(C)(C)OC(=O)N1CC2CCC(O)C1C2, c1cc[nH+]cc1. The product is CC(C)(C)OC(=O)N1CC2CCC(=O)C1C2. RXN SMILES: [CH3:18][C:19](=[O:20])[O-:21].[Cl:33][CH2:34][Cl:35].[Na+:17].[O:22]=[Cr:23]([Cl:24])([O-:25])=[O:26].[OH:1][CH:2]1[CH2:3][CH2:4][CH:5]2[CH2:6][N:7]([C:10](=[O:11])[O:12][C:13]([CH3:14])([CH3:15])[CH3:16])[CH:8]1[CH2:9]2.[nH+:27]1[cH:28][cH:29][cH:30][cH:31][cH:32]1>>[O:1]=[C:2]1[CH2:3][CH2:4][CH:5]2[CH2:6][N:7]([C:10](=[O:11])[O:12][C:13]([CH3:14])([CH3:15])[CH3:16])[CH:8]1[CH2:9]2. Reactants: CCN=C=NCCCN(C)C, Cn1ccnc1C(=O)O, CN(C)C=O, Cl, Cc1ccc(Oc2ccc3nc(NC(=O)C4CC4)cn3n2)cc1N, [Na+], On1nnc2ccccc21, O=C([O-])O. The product is Cc1ccc(Oc2ccc3nc(NC(=O)C4CC4)cn3n2)cc1NC(=O)c1nccn1C. As a reaction SMILES: [CH2:35]([N:36]=[C:37]=[N:38][CH2:39][CH2:40][CH2:41][N:42]([CH3:43])[CH3:44])[CH3:45].[CH3:25][n:26]1[c:27]([C:31](=[O:32])[OH:33])[n:28][cH:29][cH:30]1.[CH3:61][N:62]([CH3:63])[CH:64]=[O:65].[ClH:34].[NH2:1][c:2]1[cH:3][c:4]([O:5][c:6]2[cH:7][cH:8][c:9]3[n:10]([n:11]2)[cH:12][c:13]([NH:15][C:16](=[O:17])[CH:18]2[CH2:19][CH2:20]2)[n:14]3)[cH:21][cH:22][c:23]1[CH3:24].[Na+:56].[OH:46][n:47]1[c:48]2[cH:49][cH:50][cH:51][cH:52][c:53]2[n:54][n:55]1.[OH:57][C:58](=[O:59])[O-:60]>>[NH:1]([c:2]1[cH:3][c:4]([O:5][c:6]2[cH:7][cH:8][c:9]3[n:10]([n:11]2)[cH:12][c:13]([NH:15][C:16](=[O:17])[CH:18]2[CH2:19][CH2:20]2)[n:14]3)[cH:21][cH:22][c:23]1[CH3:24])[C:31]([c:27]1[n:26]([CH3:25])[cH:30][cH:29][n:28]1)=[O:32].